From a dataset of the Open Reaction Database (ORD), a public repository of structured organic reaction records. describe an organic reaction: reactants, conditions, products, and yield The reactants are [Br-].[Br-].[Br-].C1(=CC=CC=C1)[N+](C)(C)C.C1(=CC=CC=C1)[N+](C)(C)C.C1(=CC=CC=C1)[N+](C)(C)C (Phenyltrimethylammonium tribromide), OC[C@H]1[C@]2(C)[C@H](CC1)[C@@H]1CCC=3CC(CCC3[C@H]1CC2)=O ((14β,17α)-17-(hydroxymethyl)estr-5(10)-en-3-one), ice water. Run in N1=CC=CC=C1 (pyridine). Run at time 1.5 hour. The product is OC[C@H]1[C@]2(C)[C@H](CC1)[C@@H]1CCC3=CC(CCC3=C1CC2)=O ((14β,17α)-17-(hydroxymethyl)estra-4,9-dien-3-one). Isolated yield 20.7%. RXN SMILES: [Br-].[Br-].[Br-].C1([N+](C)(C)C)C=CC=CC=1.C1([N+](C)(C)C)C=CC=CC=1.C1([N+](C)(C)C)C=CC=CC=1.[OH:34][CH2:35][C@@H:36]1[CH2:41][CH2:40][C@@H:39]2[C@H:42]3[C@H:51]([CH2:52][CH2:53][C@:37]12[CH3:38])[C:50]1[CH2:49][CH2:48][C:47](=[O:54])[CH2:46][C:45]=1[CH2:44][CH2:43]3>N1C=CC=CC=1>[OH:34][CH2:35][C@@H:36]1[CH2:41][CH2:40][C@@H:39]2[C@H:42]3[C:51]([CH2:52][CH2:53][C@:37]12[CH3:38])=[C:50]1[C:45](=[CH:46][C:47](=[O:54])[CH2:48][CH2:49]1)[CH2:44][CH2:43]3 |f:0.1.2.3.4.5|. Reported procedure: Phenyltrimethylammonium tribromide (2.28 g) was added in small portions and in 10 min. to a solution of (14β,17α)-17-(hydroxymethyl)estr-5(10)en-3-one (Example 2; 1.75 g) in dry pyridine (47 ml). After 1.5 h stirring at room temperature the mixture was poured into ice-water and the product was extracted into ethyl acetate. The combined organic phases were washed with a saturated aqueous solution of sodium thiosulfate, water, a saturated aqueous solution of sodium hydrogencarbonate and brine, dri... Starting materials: CCC=CCO, CS(=O)(=O)Cl, CN(C)C. The product is CCC=CCOS(C)(=O)=O. Reaction SMILES: [CH2:1]([CH:2]=[CH:3][CH2:4][CH3:5])[OH:6].[CH3:11][S:12](=[O:13])(=[O:14])[Cl:15].[CH3:7][N:8]([CH3:9])[CH3:10]>>[CH2:1]([CH:2]=[CH:3][CH2:4][CH3:5])[O:6][S:12]([CH3:11])(=[O:13])=[O:14]. The reactants are FS(=O)(=O)OC (methyl fluorosulfonate), CN(C(=O)[C@H]1N(C[C@H](C1)SCC1=CC=C(C=C1)OC)CC)C ((2S, 4S)-2-(N,N-dimethylcarbamoyl)-1-ethyl-4-(4-methoxybenzylthio)pyrrolidine). Solvent: C(Cl)Cl (methylene chloride). Run at time 2 hour. Yields the product FS(=O)(=O)[O-].CN(C(=O)[C@H]1[N+](C[C@H](C1)SCC1=CC=C(C=C1)OC)(C)CC)C ((2S, 4S)-2-(N,N-Dimethylcarbamoyl)-1-ethyl-1-methyl-4-(4-methoxybenzylthio)pyrrolidinium fluorosulfonate). RXN SMILES: [F:1][S:2]([O:5][CH3:6])(=[O:4])=[O:3].[CH3:7][N:8]([CH3:28])[C:9]([C@@H:11]1[CH2:15][C@H:14]([S:16][CH2:17][C:18]2[CH:23]=[CH:22][C:21]([O:24][CH3:25])=[CH:20][CH:19]=2)[CH2:13][N:12]1[CH2:26][CH3:27])=[O:10]>C(Cl)Cl>[F:1][S:2]([O-:5])(=[O:4])=[O:3].[CH3:28][N:8]([CH3:7])[C:9]([C@@H:11]1[CH2:15][C@H:14]([S:16][CH2:17][C:18]2[CH:19]=[CH:20][C:21]([O:24][CH3:25])=[CH:22][CH:23]=2)[CH2:13][N+:12]1([CH2:26][CH3:27])[CH3:6])=[O:10] |f:3.4|. Procedure: 128 μl of methyl fluorosulfonate were added to a solution of 438 mg of (2S, 4S)-2-(N,N-dimethylcarbamoyl)-1-ethyl-4-(4-methoxybenzylthio)pyrrolidine dissolved in 10 ml of methylene chloride, and the mixture was stirred at room temperature for 2 hours. At the end of this time, the solvent was removed by distillation under reduced pressure, and the residue was washed repeatedly by decantation with diethyl ether and dried under reduced pressure to afford the title compound as an oil. The reactants are [H-].[Al+3].[Li+].[H-].[H-].[H-] (lithium aluminum hydride), COC(CNCC1=CC(=NC=C1)C1=CC(=C(C(=C1)OC)OC)OC)=O (N-[[2-(3,4,5-Trimethoxyphenyl)pyridin-4-yl]methyl]-glycine methyl ester), O (water). Solvent: C1CCOC1 (THF). Reaction conditions: time 4 hour. The product is OCCNCC1=CC(=NC=C1)C1=CC(=C(C(=C1)OC)OC)OC (N-(2-hydroxyethyl)-N-[[2-(3,4,5-trimethoxy-phenyl)pyridin-4-yl]methyl]amine). RXN SMILES: C[O:2][C:3](=O)[CH2:4][NH:5][CH2:6][C:7]1[CH:12]=[CH:11][N:10]=[C:9]([C:13]2[CH:18]=[C:17]([O:19][CH3:20])[C:16]([O:21][CH3:22])=[C:15]([O:23][CH3:24])[CH:14]=2)[CH:8]=1.[H-].[Al+3].[Li+].[H-].[H-].[H-].O>C1COCC1>[OH:2][CH2:3][CH2:4][NH:5][CH2:6][C:7]1[CH:12]=[CH:11][N:10]=[C:9]([C:13]2[CH:18]=[C:17]([O:19][CH3:20])[C:16]([O:21][CH3:22])=[C:15]([O:23][CH3:24])[CH:14]=2)[CH:8]=1 |f:1.2.3.4.5.6|. Procedure details: N-[[2-(3,4,5-Trimethoxyphenyl)pyridin-4-yl]methyl]-glycine methyl ester (6.54 g) was dissolved in THF (80 mL), and to the solution lithium aluminum hydride (717 mg) was gradually added portionwise at 0° C. under an argon atmosphere, and the mixture was stirred for 4 hours. A small amount of water was added to the reaction mixture. When bubbling ended, sodium sulfate was excessively added. The reaction mixture was filtered through celite, and the filtrate was concentrated under reduced pressure, ... The reactants are NC=1N=CN(C1C(=O)N)CC1=CC=C(C=C1)F (4-amino-1-(4-fluorobenzyl)-5-imidazolecarboxamide), C(C1=CC=NC=C1)(=O)O (isonicotinic acid). Yields the product FC1=CC=C(CN2C=NC(=C2C(=O)N)NC(=O)C2=CC=NC=C2)C=C1 (1-(4-fluorobenzyl)-4-(4-pyridylcarbonylamino)-5-imidazolecarboxamide). The yield is 65.0%. RXN SMILES: [NH2:1][C:2]1[N:3]=[CH:4][N:5]([CH2:10][C:11]2[CH:16]=[CH:15][C:14]([F:17])=[CH:13][CH:12]=2)[C:6]=1[C:7]([NH2:9])=[O:8].[C:18](O)(=[O:25])[C:19]1[CH:24]=[CH:23][N:22]=[CH:21][CH:20]=1>>[F:17][C:14]1[CH:15]=[CH:16][C:11]([CH2:10][N:5]2[C:6]([C:7]([NH2:9])=[O:8])=[C:2]([NH:1][C:18]([C:19]3[CH:24]=[CH:23][N:22]=[CH:21][CH:20]=3)=[O:25])[N:3]=[CH:4]2)=[CH:12][CH:13]=1. Reported procedure: An amidation reaction and post-treatment were carried out under the same conditions as in Example 19, using 2.0 g (8.5 mmol) of 4-amino-1-(4-fluorobenzyl)-5-imidazolecarboxamide which was prepared in the same manner as in Example 58 and isonicotinic acid instead of cyclopentylacetic acid to obtain 1.87 g of 1-(4-fluorobenzyl)-4-(4-pyridylcarbonylamino)-5-imidazolecarboxamide (yield 65%).